describe an organic reaction: reactants, conditions, products, and yield From a dataset of the Open Reaction Database (ORD), a public repository of structured organic reaction records. Reactants: [BH4-].[Na+] (sodium borohydride), [N+](=O)([O-])C1=C(C=C(C(=C1)OC)OC)CC(=O)OC (methyl 2-nitro-4,5-dimethoxyphenylacetate), ( 2 ), CO (Methanol), Cl (HCl). Solvent: O1CCCC1 (tetrahydrofuran). Product: [N+](=O)([O-])C1=C(CCO)C=C(C(=C1)OC)OC (2-nitro-4,5-dimethoxyphenethyl alcohol). The yield is 101.6%. RXN SMILES: [N+:1]([C:4]1[CH:9]=[C:8]([O:10][CH3:11])[C:7]([O:12][CH3:13])=[CH:6][C:5]=1[CH2:14][C:15](OC)=[O:16])([O-:3])=[O:2].[BH4-].[Na+].CO.Cl>O1CCCC1>[N+:1]([C:4]1[CH:9]=[C:8]([O:10][CH3:11])[C:7]([O:12][CH3:13])=[CH:6][C:5]=1[CH2:14][CH2:15][OH:16])([O-:3])=[O:2] |f:1.2|. Procedure: A portion (3.4 g, 0.013 mol) of the methyl 2-nitro-4,5-dimethoxyphenylacetate produced in (2) above and sodium borohydride (2.52 g, 0.067 mol) were dissolved in tetrahydrofuran (100 ml), followed by heating at the reflux temperature for 30 min. Methanol (10 ml) was added dropwise to the reaction mixture over 30 min, followed by heating for 1 h. The mixture was cooled to room temperature and the residual reagents were decomposed with an aqueous solution of 1N HCl, followed by neutralization with ...